describe an organic reaction: reactants, conditions, products, and yield From a dataset of the Open Reaction Database (ORD), a public repository of structured organic reaction records. RXN SMILES: [CH3:12][NH:13][O:14][CH3:15].[Cl:22][CH2:23][Cl:24].[ClH:11].[c:1]1([CH3:10])[cH:2][cH:3][c:4]([C:7](=[O:8])[Cl:9])[cH:5][cH:6]1.[cH:16]1[cH:17][cH:18][n:19][cH:20][cH:21]1>>[c:1]1([CH3:10])[cH:2][cH:3][c:4]([C:7](=[O:8])[N:13]([CH3:12])[O:14][CH3:15])[cH:5][cH:6]1. Starting materials: CNOC, ClCCl, Cl, Cc1ccc(C(=O)Cl)cc1, c1ccncc1. Product: CON(C)C(=O)c1ccc(C)cc1. Reactants: CNC(=O)CC(=O)c1cc(C(C)(C)C)c(O)c(C(C)(C)C)c1, Cc1ccccc1, COC(OC)N(C)C, CO. The product is CNC(=O)C(=CN(C)C)C(=O)c1cc(C(C)(C)C)c(O)c(C(C)(C)C)c1. Reaction SMILES: [CH3:1][NH:2][C:3]([CH2:4][C:5](=[O:6])[c:7]1[cH:8][c:9]([C:18]([CH3:19])([CH3:20])[CH3:21])[c:10]([OH:17])[c:11]([C:13]([CH3:14])([CH3:15])[CH3:16])[cH:12]1)=[O:22].[CH3:23][c:24]1[cH:25][cH:26][cH:27][cH:28][cH:29]1.[CH3:30][O:31][CH:32]([N:33]([CH3:34])[CH3:35])[O:36][CH3:37].[CH3:38][OH:39]>>[CH3:1][NH:2][C:3]([C:4]([C:5](=[O:6])[c:7]1[cH:8][c:9]([C:18]([CH3:19])([CH3:20])[CH3:21])[c:10]([OH:17])[c:11]([C:13]([CH3:14])([CH3:15])[CH3:16])[cH:12]1)=[CH:32][N:33]([CH3:34])[CH3:35])=[O:22]. Product: OC1(CCCCC1)CCC=1C=C(C=CC1)C#CCN1C(C2=CC=CC=C2C1=O)=O (2-(3-(3-(2-(1-hydroxycyclohexyl)ethyl)phenyl)prop-2-ynyl)isoindoline-1,3-dione). RXN SMILES: Br[C:2]1[CH:3]=[C:4]([CH:14]=[CH:15][CH:16]=1)[CH2:5][CH2:6][C:7]1([OH:13])[CH2:12][CH2:11][CH2:10][CH2:9][CH2:8]1.[CH2:17]([N:20]1[C:28](=[O:29])[C:27]2[C:22](=[CH:23][CH:24]=[CH:25][CH:26]=2)[C:21]1=[O:30])[C:18]#[CH:19]>>[OH:13][C:7]1([CH2:6][CH2:5][C:4]2[CH:3]=[C:2]([C:19]#[C:18][CH2:17][N:20]3[C:28](=[O:29])[C:27]4[C:22](=[CH:23][CH:24]=[CH:25][CH:26]=4)[C:21]3=[O:30])[CH:16]=[CH:15][CH:14]=2)[CH2:12][CH2:11][CH2:10][CH2:9][CH2:8]1. Reactants: BrC=1C=C(CCC2(CCCCC2)O)C=CC1 (1-(3-bromophenethyl)cyclohexanol), C(C#C)N1C(C2=CC=CC=C2C1=O)=O (2-(prop-2-ynyl)isoindoline-1,3-dione). Procedure details: Coupling of 1-(3-bromophenethyl)cyclohexanol with 2-(prop-2-ynyl)isoindoline-1,3-dione following the method described in Example 12 gives 2-(3-(3-(2-(1-hydroxycyclohexyl)ethyl)phenyl)prop-2-ynyl)isoindoline-1,3-dione. Starting materials: ClCCCBr, CC(C)=O, Clc1cccc(N2CCNCC2)c1, Cl, Cl, [Na+], [OH-], O. The product is ClCCCN1CCN(c2cccc(Cl)c2)CC1. As a reaction SMILES: [Br:17][CH2:18][CH2:19][CH2:20][Cl:21].[CH3:23][C:24](=[O:25])[CH3:26].[Cl:4][c:5]1[cH:6][c:7]([N:11]2[CH2:12][CH2:13][NH:14][CH2:15][CH2:16]2)[cH:8][cH:9][cH:10]1.[ClH:22].[ClH:3].[Na+:2].[OH-:1].[OH2:27]>>[Cl:4][c:5]1[cH:6][c:7]([N:11]2[CH2:12][CH2:13][N:14]([CH2:18][CH2:19][CH2:20][Cl:21])[CH2:15][CH2:16]2)[cH:8][cH:9][cH:10]1. Starting materials: CN1C2CNCC1CC2 (8-methyl-3,8-diazabicyclo[3.2.1]octane), C(C1=CC=CC=C1)N (benzylamine). Product: C(C1=CC=CC=C1)N1CC2CCC(C1)N2 (3-Benzyl-3,8-diaza-bicyclo[3.2.1]octane). RXN SMILES: C[N:2]1[CH:7]2[CH2:8][CH2:9][CH:3]1[CH2:4][NH:5][CH2:6]2.[CH2:10](N)[C:11]1[CH:16]=[CH:15][CH:14]=[CH:13][CH:12]=1>>[CH2:10]([N:5]1[CH2:6][CH:7]2[NH:2][CH:3]([CH2:9][CH2:8]2)[CH2:4]1)[C:11]1[CH:16]=[CH:15][CH:14]=[CH:13][CH:12]=1. Procedure: Was prepared in the same manner as 8-methyl-3,8-diazabicyclo[3.2.1]octane, from benzylamine instead of methylamine.